This data is from the Open Reaction Database (ORD), a public repository of structured organic reaction records. The task is: describe an organic reaction: reactants, conditions, products, and yield Reactants: N1=CNC2=C1C=CC=C2 (benzimidazole), [H-].[Na+] (NaH), C1(=CC=CC=C1)[C@H](C)NC1=NC(=CC(=N1)Cl)Cl (2-[(S)-1-phenylethylamino]-4,6-dichloropyrimidine). Run in CN(C)C=O (DMF), CN(C)C=O (DMF). Reaction conditions: temperature 0 celsius. Product: C1(=CC=CC=C1)[C@H](C)NC1=NC(=CC(=N1)N1C=NC2=C1C=CC=C2)Cl (2-[(S)-1-Phenylethylamino]-4-[benzimidazol-1-yl]-6-chloropyrimidine). The yield is 61.4%. Reaction SMILES: [H-].[Na+].[N:3]1[C:7]2[CH:8]=[CH:9][CH:10]=[CH:11][C:6]=2[NH:5][CH:4]=1.[C:12]1([C@@H:18]([NH:20][C:21]2[N:26]=[C:25](Cl)[CH:24]=[C:23]([Cl:28])[N:22]=2)[CH3:19])[CH:17]=[CH:16][CH:15]=[CH:14][CH:13]=1>CN(C=O)C>[C:12]1([C@@H:18]([NH:20][C:21]2[N:26]=[C:25]([N:3]3[C:7]4[CH:8]=[CH:9][CH:10]=[CH:11][C:6]=4[N:5]=[CH:4]3)[CH:24]=[C:23]([Cl:28])[N:22]=2)[CH3:19])[CH:17]=[CH:16][CH:15]=[CH:14][CH:13]=1 |f:0.1|. Procedure: To a suspension of NaH (74 mg) in DMF (5 mL) at 0° C. was added benzimidazole (204 mg). The reaction mixture was stirred at 0° C. until gas evolution ceased, then stirred at room temperature until the mixture became homogeneous (ca. 10 min.). A solution of 2-[(S)-1-phenylethylamino]-4,6-dichloropyrimidine (412 mg) in DMF (2 mL) was added to the mixture, which was then placed in 100° C. oil bath for 1 h. The reaction mixture was cooled and carefully quenched with water. The layers were separated,... Reactants: C(=O)C1=CC(=C(C=C1)C1=CC=C(C=C1)C(=O)OC)OC (methyl 4′-formyl-2′-methoxy-1,1′-biphenyl-4-carboxylate), C(Br)(Br)(Br)Br (carbon tetrabromide), C1(=CC=CC=C1)P(C1=CC=CC=C1)C1=CC=CC=C1 (triphenylphosphine). Run in ClCCl (dichloromethane), hexanes. Reaction conditions: time 1 hour. The product is BrC(=CC1=CC(=C(C=C1)C1=CC=C(C=C1)C(=O)OC)OC)Br (methyl 4′-(2,2-dibromovinyl)-2′-methoxy-1,1′-biphenyl-4-carboxylate). As a reaction SMILES: [CH:1]([C:3]1[CH:8]=[CH:7][C:6]([C:9]2[CH:14]=[CH:13][C:12]([C:15]([O:17][CH3:18])=[O:16])=[CH:11][CH:10]=2)=[C:5]([O:19][CH3:20])[CH:4]=1)=O.[C:21](Br)(Br)([Br:23])[Br:22].C1(P(C2C=CC=CC=2)C2C=CC=CC=2)C=CC=CC=1>ClCCl>[Br:22][C:21]([Br:23])=[CH:1][C:3]1[CH:8]=[CH:7][C:6]([C:9]2[CH:14]=[CH:13][C:12]([C:15]([O:17][CH3:18])=[O:16])=[CH:11][CH:10]=2)=[C:5]([O:19][CH3:20])[CH:4]=1. Procedure details: A solution of Example 122I (1.35 g, 5.0 mmol) in dichloromethane (30 mL) at room temperature was treated with carbon tetrabromide (1.82 g, 5.5 mmol) and triphenylphosphine (2.88 g, 11 mmol), stirred for 1 hour, treated with hexanes (50mL), and filtered through silica gel (50 g). The solution was rinsed with 1:1 water/dichloromethane, separated, and the organic phase was concentrated. The concentrate was purified by flash column chromatography on silica gel with 2-10% ethyl acetate/hexanes to pro... Starting materials: C(C)(C)N(CC[C@H](C1=CC=CC=C1)C1=C(C=CC(=C1)Br)OCC1=CC=CC=C1)C(C)C ((R)-N,N-diisopropyl-3-(2-benzyloxy-5-bromophenyl)-3-phenylpropanamine), Mg, S(=O)(=O)(C1=CC=C(C)C=C1)N=[N+]=[N-] (tosyl azide), O.O.O.O.O.O.O.O.O.O.[O-]P([O-])(=O)OP(=O)([O-])[O-].[Na+].[Na+].[Na+].[Na+] (tetra-sodium pyrophosphate decahydrate), BrCCBr (1,2-dibromoethane), [K+].[Br-] (KBr). The solvent is C1CCOC1 (THF), C(C)OCC (diethyl ether), O (water). Conditions: time 4 hour. The product is C(C)(C)N(CC[C@H](C1=CC=CC=C1)C1=C(C=CC(=C1)N=[N+]=[N-])OCC1=CC=CC=C1)C(C)C ((R)-N,N-Diisopropyl-3-(5-azido-2-benzyloxyphenyl)-3-phenylpropanamine). RXN SMILES: [CH:1]([N:4]([CH:29]([CH3:31])[CH3:30])[CH2:5][CH2:6][C@@H:7]([C:14]1[CH:19]=[C:18](Br)[CH:17]=[CH:16][C:15]=1[O:21][CH2:22][C:23]1[CH:28]=[CH:27][CH:26]=[CH:25][CH:24]=1)[C:8]1[CH:13]=[CH:12][CH:11]=[CH:10][CH:9]=1)([CH3:3])[CH3:2].BrCCBr.S([N:46]=[N+:47]=[N-:48])(C1C=CC(C)=CC=1)(=O)=O.O.O.O.O.O.O.O.O.O.O.[O-]P(OP([O-])([O-])=O)(=O)[O-].[Na+].[Na+].[Na+].[Na+].[K+].[Br-]>C1COCC1.C(OCC)C.O>[CH:1]([N:4]([CH:29]([CH3:31])[CH3:30])[CH2:5][CH2:6][C@@H:7]([C:14]1[CH:19]=[C:18]([N:46]=[N+:47]=[N-:48])[CH:17]=[CH:16][C:15]=1[O:21][CH2:22][C:23]1[CH:28]=[CH:27][CH:26]=[CH:25][CH:24]=1)[C:8]1[CH:13]=[CH:12][CH:11]=[CH:10][CH:9]=1)([CH3:3])[CH3:2] |f:3.4.5.6.7.8.9.10.11.12.13.14.15.16.17,18.19|. Procedure: To a mixture of (R)-N,N-diisopropyl-3-(2-benzyloxy-5-bromophenyl)-3-phenylpropanamine (10.00 g, 20.81 mmol) (prepared as described in WO 94/11337, Example 1) and Mg (1.57 g, 64.52 mmol) in THF (50 mL) was added 1,2-dibromoethane (3.59 mL, 41.63 mmol) and the solution was self-refluxing for a while. The mixture was refluxed for 1 h whereafter the solution was cooled and tosyl azide (4.10 g, 20.81 mmol) in diethyl ether (100 mL) was added with constant stirring while keeping the temperature at 0° ... Solvent: N1=CC=CC=C1 (pyridine). Procedure: A mixture of [5-(tert-butyldiphenylsilyloxy)-1,1a,2,3,4,8b-hexahydrobenzo[a]cyclopropa[c]cyclohepten-1a-yl]methanol (639 mg) and diphenylcarbamoyl chloride (1.0 g) in pyridine (6 ml) was stirred at 100° C. for 22 hours. After cooling, the reaction mixture was poured into 6N-hydrochloric acid (16 ml) under ice-cooling. The resultant was extracted with EtOAc. The organic layer was washed with water, saturated sodium hydrogencarbonate solution, water, and then brine. It was dried over magnesium sul... Isolated yield 84.9%. Reaction SMILES: [Si:1]([O:18][C:19]1[C:24]2[CH2:25][CH2:26][CH2:27][C:28]3([CH2:31][OH:32])[CH2:30][CH:29]3[C:23]=2[CH:22]=[CH:21][CH:20]=1)([C:14]([CH3:17])([CH3:16])[CH3:15])([C:8]1[CH:13]=[CH:12][CH:11]=[CH:10][CH:9]=1)[C:2]1[CH:7]=[CH:6][CH:5]=[CH:4][CH:3]=1.[C:33]1([N:39]([C:43]2[CH:48]=[CH:47][CH:46]=[CH:45][CH:44]=2)[C:40](Cl)=[O:41])[CH:38]=[CH:37][CH:36]=[CH:35][CH:34]=1.Cl>N1C=CC=CC=1>[C:33]1([N:39]([C:43]2[CH:48]=[CH:47][CH:46]=[CH:45][CH:44]=2)[C:40](=[O:41])[O:32][CH2:31][C:28]23[CH2:30][CH:29]2[C:23]2[CH:22]=[CH:21][CH:20]=[C:19]([O:18][Si:1]([C:14]([CH3:17])([CH3:16])[CH3:15])([C:2]4[CH:7]=[CH:6][CH:5]=[CH:4][CH:3]=4)[C:8]4[CH:13]=[CH:12][CH:11]=[CH:10][CH:9]=4)[C:24]=2[CH2:25][CH2:26][CH2:27]3)[CH:34]=[CH:35][CH:36]=[CH:37][CH:38]=1. Reaction conditions: temperature 100 celsius, time 22 hour. Yields the product C1(=CC=CC=C1)N(C(OCC12C(C3=C(CCC1)C(=CC=C3)O[Si](C3=CC=CC=C3)(C3=CC=CC=C3)C(C)(C)C)C2)=O)C2=CC=CC=C2 ([5-(tert-butyldiphenylsilyloxy)-1,1a,2,3,4,8b -hexahydrobenzo[a]cyclopropa[c]cyclohepten-1a-yl]methyl N,N-diphenylcarbamate). Reactants: [Si](C1=CC=CC=C1)(C1=CC=CC=C1)(C(C)(C)C)OC1=CC=CC2=C1CCCC1(C2C1)CO ([5-(tert-butyldiphenylsilyloxy)-1,1a,2,3,4,8b-hexahydrobenzo[a]cyclopropa[c]cyclohepten-1a-yl]methanol), C1(=CC=CC=C1)N(C(=O)Cl)C1=CC=CC=C1 (diphenylcarbamoyl chloride), Cl (hydrochloric acid). Reactants: CC(=O)O, CC(C)=O, [Na+], O=C1CCCC1, [OH-], O. The product is CC(C)=C1CCCC1=O. RXN SMILES: [CH3:13][C:14](=[O:15])[OH:16].[CH3:1][C:2]([CH3:3])=[O:4].[Na+:6].[O:7]=[C:8]1[CH2:9][CH2:10][CH2:11][CH2:12]1.[OH-:5].[OH2:17]>>[CH3:1][C:2]([CH3:3])=[C:9]1[C:8](=[O:7])[CH2:12][CH2:11][CH2:10]1. Reactants: [Al+3], COc1ccc(C(=O)O)cc1C#N, COc1ccc(-c2cc3ccc(OC)cc3s2)cc1, [Cl-], [Cl-], [Cl-], [Cl-], CN(C)C=O, O=S(Cl)Cl. The product is COc1ccc(-c2sc3cc(OC)ccc3c2C(=O)c2ccc(OC)c(C#N)c2)cc1. Reaction SMILES: [Al+3:39].[C:1](#[N:2])[c:3]1[cH:4][c:5]([C:6](=[O:7])[OH:8])[cH:9][cH:10][c:11]1[O:12][CH3:13].[CH3:19][O:20][c:21]1[cH:22][cH:23][c:24](-[c:27]2[cH:28][c:29]3[c:30]([s:31]2)[cH:32][c:33]([O:36][CH3:37])[cH:34][cH:35]3)[cH:25][cH:26]1.[Cl-:14].[Cl-:38].[Cl-:40].[Cl-:41].[O:42]=[CH:43][N:44]([CH3:45])[CH3:46].[S:15]([Cl:16])([Cl:17])=[O:18]>>[C:1](#[N:2])[c:3]1[cH:4][c:5]([C:6](=[O:8])[c:28]2[c:27](-[c:24]3[cH:23][cH:22][c:21]([O:20][CH3:19])[cH:26][cH:25]3)[s:31][c:30]3[c:29]2[cH:35][cH:34][c:33]([O:36][CH3:37])[cH:32]3)[cH:9][cH:10][c:11]1[O:12][CH3:13]. Starting materials: NC=1C=NC=C(C1)Br (3-amino-5-bromo pyridine), C1(C=2C(C(=O)O1)=CC=CC2)=O (phthalic anhydride). Solvent: C(C)(=O)O (acetic acid). Product: BrC=1C=C(C=NC1)N1C(C2=CC=CC=C2C1=O)=O (2-(5-bromo-pyridin-3-yl)-isoindole-1,3-dione). As a reaction SMILES: [NH2:1][C:2]1[CH:3]=[N:4][CH:5]=[C:6]([Br:8])[CH:7]=1.[C:9]1(=O)[O:14][C:12](=[O:13])[C:11]2=[CH:15][CH:16]=[CH:17][CH:18]=[C:10]12>C(O)(=O)C>[Br:8][C:6]1[CH:7]=[C:2]([N:1]2[C:12](=[O:13])[C:11]3[C:10](=[CH:18][CH:17]=[CH:16][CH:15]=3)[C:9]2=[O:14])[CH:3]=[N:4][CH:5]=1. Reported procedure: A flask is charged with 3-amino-5-bromo pyridine (1.00 g, 5.78 mmol), phthalic anhydride (0.856 g, 5.78 mmol) and acetic acid (20 mL). The reaction is refluxed overnight. The reaction is then cooled to room temperature and concentrated in vacuo. The crude is dissolved in ethyl acetate and washed with water once. The organic layer is dried over sodium sulfate and concentrated in vacuo to afford 2-(5-bromo-pyridin-3-yl)-isoindole-1,3-dione. MS (ESI) m/z 305.1 (M+H)+ Starting materials: Clc1nc2c(Br)cccn2n1, CN1CCN(c2cccc(N)c2)CC1, Fc1ccc(CNc2cccn3nc(Cl)nc23)cc1, NCc1ccc(F)cc1. Yields the product CN1CCN(c2cccc(Nc3nc4c(NCc5ccc(F)cc5)cccn4n3)c2)CC1. As a reaction SMILES: [Br:1][c:2]1[c:3]2[n:4]([n:5][c:6]([Cl:7])[n:8]2)[cH:9][cH:10][cH:11]1.[CH3:40][N:41]1[CH2:42][CH2:43][N:44]([c:47]2[cH:48][c:49]([NH2:50])[cH:51][cH:52][cH:53]2)[CH2:45][CH2:46]1.[Cl:21][c:22]1[n:23][n:24]2[c:25]([c:26]([NH:30][CH2:31][c:32]3[cH:33][cH:34][c:35]([F:38])[cH:36][cH:37]3)[cH:27][cH:28][cH:29]2)[n:39]1.[F:12][c:13]1[cH:14][cH:15][c:16]([CH2:17][NH2:18])[cH:19][cH:20]1>>[c:22]1([NH:50][c:49]2[cH:48][c:47]([N:44]3[CH2:43][CH2:42][N:41]([CH3:40])[CH2:46][CH2:45]3)[cH:53][cH:52][cH:51]2)[n:23][n:24]2[c:25]([c:26]([NH:30][CH2:31][c:32]3[cH:33][cH:34][c:35]([F:38])[cH:36][cH:37]3)[cH:27][cH:28][cH:29]2)[n:39]1.